Dataset: the Open Reaction Database (ORD), a public repository of structured organic reaction records. Task: describe an organic reaction: reactants, conditions, products, and yield Starting materials: COC(/C=C(\C)/[O-])=O.[Na+] (sodium (2E)-4-methoxy-4-oxo-2-buten-2-olate), [I-].[K+] (potassium iodide), BrCCCC1CCCCC1 ((3-bromopropyl)cyclohexane). The product is C(C)(=O)C(C(=O)OC)CCCC1CCCCC1 (methyl 2-acetyl-5-cyclohexylpentanoate). Reaction SMILES: [CH3:1][O:2][C:3](=[O:8])/[CH:4]=[C:5](/[O-:7])\[CH3:6].[Na+].[I-].[K+].Br[CH2:13][CH2:14][CH2:15][CH:16]1[CH2:21][CH2:20][CH2:19][CH2:18][CH2:17]1>>[C:5]([CH:4]([CH2:13][CH2:14][CH2:15][CH:16]1[CH2:21][CH2:20][CH2:19][CH2:18][CH2:17]1)[C:3]([O:2][CH3:1])=[O:8])(=[O:7])[CH3:6] |f:0.1,2.3|. Procedure details: Analogously to Example 28A, 10 g (72.4 mmol) of sodium (2E)-4-methoxy-4-oxo-2-buten-2-olate and 0.4 g (2.41 mmol) of potassium iodide are reacted with 14.9 g (72.4 mmol) of (3-bromopropyl)cyclohexane to give methyl 2-acetyl-5-cyclohexylpentanoate.